This data is from the Open Reaction Database (ORD), a public repository of structured organic reaction records. The task is: describe an organic reaction: reactants, conditions, products, and yield The reactants are C1(=CC=CC2=CC=CC=C12)S(=O)(=O)Cl (naphthalene-1-sulfonyl chloride), [OH-].[Na+] (sodium hydroxide), [N+](=O)([O-])C1=C2C=CNC2=CC=C1 (4-nitro-1H-indole). Reagents/catalysts: S(=O)(=O)(O)[O-].C(CCC)[N+](CCCC)(CCCC)CCCC (tetra-n-butyl ammonium hydrogen sulfate). The solvent is C1(=CC=CC=C1)C (toluene), O (water). Reaction conditions: time 0.25 hour. Yields the product C1(=CC=CC2=CC=CC=C12)S(=O)(=O)N1C=CC2=C(C=CC=C12)[N+](=O)[O-] (1-(naphthalene-1-sulfonyl)-4-nitro-1H-indole). As a reaction SMILES: [N+:1]([C:4]1[CH:12]=[CH:11][CH:10]=[C:9]2[C:5]=1[CH:6]=[CH:7][NH:8]2)([O-:3])=[O:2].[OH-].[Na+].[C:15]1([S:25](Cl)(=[O:27])=[O:26])[C:24]2[C:19](=[CH:20][CH:21]=[CH:22][CH:23]=2)[CH:18]=[CH:17][CH:16]=1>C1(C)C=CC=CC=1.S([O-])(O)(=O)=O.C([N+](CCCC)(CCCC)CCCC)CCC.O>[C:15]1([S:25]([N:8]2[C:9]3[C:5](=[C:4]([N+:1]([O-:3])=[O:2])[CH:12]=[CH:11][CH:10]=3)[CH:6]=[CH:7]2)(=[O:27])=[O:26])[C:24]2[C:19](=[CH:20][CH:21]=[CH:22][CH:23]=2)[CH:18]=[CH:17][CH:16]=1 |f:1.2,5.6|. Reported procedure: To a suspension of 370 mg (2.3 mmole) 4-nitro-1H-indole in 10 mL toluene was added 5 mL 4 M sodium hydroxide and 50 mg tetra-n-butyl ammonium hydrogen sulfate. Solid naphthalene-1-sulfonyl chloride (533 mg, 2.35 mmole) was added in one portion. The reaction mixture was stirred at room temperature for 0.25 hr. The mixture was diluted with 5 mL water and extracted with 25 mL ethyl ether. The organic phase was washed with 5 mL water, 5 mL saturated sodium chloride, dried (magnesium sulfate) and con...